From a dataset of the Open Reaction Database (ORD), a public repository of structured organic reaction records. describe an organic reaction: reactants, conditions, products, and yield Starting materials: OC(CN1C(CN(CC1)C(=O)OC(C)(C)C)=O)C1=C(C2=C(C(OC2)=O)C=C1)C (tert-Butyl 4-[2-hydroxy-2-(4-methyl-1-oxo-1,3-dihydro-2-benzofuran-5-yl)ethyl]-3-oxopiperazine-1-carboxylate), C(=O)(C(F)(F)F)O (TFA). Product: OC(CN1C(CNCC1)=O)C1=C(C2=C(C(OC2)=O)C=C1)C (1-[2-Hydroxy-2-(4-methyl-1-oxo-1,3-dihydro-2-benzofuran-5-yl)ethyl]piperazin-2-one). RXN SMILES: [OH:1][CH:2]([C:18]1[CH:27]=[CH:26][C:21]2[C:22](=[O:25])[O:23][CH2:24][C:20]=2[C:19]=1[CH3:28])[CH2:3][N:4]1[CH2:9][CH2:8][N:7](C(OC(C)(C)C)=O)[CH2:6][C:5]1=[O:17].C(O)(C(F)(F)F)=O>>[OH:1][CH:2]([C:18]1[CH:27]=[CH:26][C:21]2[C:22](=[O:25])[O:23][CH2:24][C:20]=2[C:19]=1[CH3:28])[CH2:3][N:4]1[CH2:9][CH2:8][NH:7][CH2:6][C:5]1=[O:17]. Procedure details: The product of Step A was treated with TFA to remove the Boc group. The crude material was dissolved in aqueous sodium bicarbonate, extracted with Chloroform-IPA (3:1) three times, dried over sodium sulfate and concentrated to furnish the title compound (free base). LC-MS (IE, m/z): 291 [M+1]+. Starting materials: CC1(C2=C(C(=CC=C2)P(C3=CC=CC=C3)C4=CC=CC=C4)OC5=C(C=CC=C51)P(C6=CC=CC=C6)C7=CC=CC=C7)C (Xanthphos), C1(CC1)N1CC2(CC1)CNCC2 (2-cyclopropyl-2,7-diazaspiro[4.4]nonane), BrC1=CC=C(CCNC(OC(C)(C)C)=O)C=C1 (tert-butyl 4-bromophenethylcarbamate), CN(C)C=O (DMF). Reagents/catalysts: C=1C=CC(=CC1)/C=C/C(=O)/C=C/C2=CC=CC=C2.C=1C=CC(=CC1)/C=C/C(=O)/C=C/C2=CC=CC=C2.C=1C=CC(=CC1)/C=C/C(=O)/C=C/C2=CC=CC=C2.[Pd].[Pd] (Pd2(dba)3), [C-]#N.[C-]#N.[Zn+2] (Zn(CN)2). Solvent: O (water). Reaction conditions: temperature 100 celsius. Product: N1C(=NCC1)C1=CC=C(C=C1)CCN (2-(4-(4,5-Dihydro-1H-imidazol-2-yl)phenyl)ethanamine). RXN SMILES: [CH:1]1([N:4]2[CH2:8][CH2:7][C:6]3([CH2:12][CH2:11]NC3)[CH2:5]2)[CH2:3]C1.BrC1C=C[C:17]([CH2:18][CH2:19][NH:20]C(=O)OC(C)(C)C)=CC=1.CC1(C)C2C(=C(P(C3C=CC=CC=3)C3C=CC=CC=3)C=CC=2)OC2C(P(C3C=CC=CC=3)C3C=CC=CC=3)=CC=CC1=2.C[N:73](C=O)C>O.[C-]#N.[C-]#N.[Zn+2].C1C=CC(/C=C/C(/C=C/C2C=CC=CC=2)=O)=CC=1.C1C=CC(/C=C/C(/C=C/C2C=CC=CC=2)=O)=CC=1.C1C=CC(/C=C/C(/C=C/C2C=CC=CC=2)=O)=CC=1.[Pd].[Pd]>[NH:4]1[CH2:1][CH2:3][N:73]=[C:5]1[C:6]1[CH:7]=[CH:8][C:17]([CH2:18][CH2:19][NH2:20])=[CH:11][CH:12]=1 |f:5.6.7,8.9.10.11.12|. Procedure details: Boc2O (818 mg, 3.75 mmol, 1.5 eq.) was added to a stirred solution of 2-(4-bromophenyl)ethanamine (500 mg, 2.5 mmol, 1.0 eq.) and TEA (1.5 ml, 7.5 mmol, 3.0 eq.) in DCM (25 ml) at 0° C. and resulting reaction mixture is stirred at 25° C. for 6 h. The reaction mixture was diluted with DCM (75 ml), washed with water (2×50 ml) and brine (50 ml) and dried over Na2SO4. The solvent was evaporated under reduced pressure and the residue triturated with hexanes to yield the desired product as an off whit... Starting materials: C(=O)(O)[O-].[Na+] (NaHCO3), COC1=C(C=2C=C3N(C2C=C1)CCC3CC(=O)OCC)C (ethyl 2-(7-methoxy-8-methyl-2,3-dihydro-1H-pyrrolo[1,2-a]indol-1-yl)acetate), solution, B(Br)(Br)Br (boron tribromide). Solvent: C(Cl)Cl (DCM), C(Cl)Cl (DCM). Conditions: time 1 hour. Product: OC1=C(C=2C=C3N(C2C=C1)CCC3CC(=O)OCC)C (Ethyl 2-(7-Hydroxy-8-methyl-2,3-dihydro-1H-pyrrolo[1,2-a]indol-1-yl)acetate). Yield: 65.7%. As a reaction SMILES: C[O:2][C:3]1[CH:11]=[CH:10][C:9]2[N:8]3[CH2:12][CH2:13][CH:14]([CH2:15][C:16]([O:18][CH2:19][CH3:20])=[O:17])[C:7]3=[CH:6][C:5]=2[C:4]=1[CH3:21].B(Br)(Br)Br.C([O-])(O)=O.[Na+]>C(Cl)Cl>[OH:2][C:3]1[CH:11]=[CH:10][C:9]2[N:8]3[CH2:12][CH2:13][CH:14]([CH2:15][C:16]([O:18][CH2:19][CH3:20])=[O:17])[C:7]3=[CH:6][C:5]=2[C:4]=1[CH3:21] |f:2.3|. Procedure: To a stirred solution of ethyl 2-(7-methoxy-8-methyl-2,3-dihydro-1H-pyrrolo[1,2-a]indol-1-yl)acetate (320 mg, 1.114 mmol) in anhydrous DCM (8 mL) was added a 1M solution of boron tribromide in DCM (3341 μL, 3.34 mmol) at 0° C. under nitrogen protection. The reaction mixture was stirred at this temperature for 1 h, neutralized by addition of saturated NaHCO3 solution. The organic layer was separated and washed with water and dried over anhydrous Na2SO4. The solvent was evaporated, and the residue... Starting materials: COC1=CC=C(C=C1)NC=1C(NC(C1C1=CC=CC=C1)=O)=O (3-[(4-methoxyphenyl)amino]-4-phenyl-1H-pyrrole-2,5-dione), O1C=C(C=C1)CO (3-furanmethanol), N(=NC(=O)OCC)C(=O)OCC (diethyl azodicarboxylate), C1(=CC=CC=C1)P(C1=CC=CC=C1)C1=CC=CC=C1 (triphenylphosphine). The solvent is C1CCOC1 (THF), C1CCOC1 (THF). Conditions: temperature 130 celsius. The product is O1C=C(C=C1)CN1C(C(=C(C1=O)C1=CC=CC=C1)NC1=CC=C(C=C1)OC)=O (1-(3-Furylmethyl)-3-[(4-methoxyphenyl)amino]-4-phenyl-1H-pyrrole-2,5-dione). The yield is 26.7%. RXN SMILES: [CH3:1][O:2][C:3]1[CH:8]=[CH:7][C:6]([NH:9][C:10]2[C:11](=[O:22])[NH:12][C:13](=[O:21])[C:14]=2[C:15]2[CH:20]=[CH:19][CH:18]=[CH:17][CH:16]=2)=[CH:5][CH:4]=1.[O:23]1[CH:27]=[CH:26][C:25]([CH2:28]O)=[CH:24]1.N(C(OCC)=O)=NC(OCC)=O.C1(P(C2C=CC=CC=2)C2C=CC=CC=2)C=CC=CC=1>C1COCC1>[O:23]1[CH:27]=[CH:26][C:25]([CH2:28][N:12]2[C:13](=[O:21])[C:14]([C:15]3[CH:20]=[CH:19][CH:18]=[CH:17][CH:16]=3)=[C:10]([NH:9][C:6]3[CH:5]=[CH:4][C:3]([O:2][CH3:1])=[CH:8][CH:7]=3)[C:11]2=[O:22])=[CH:24]1. Procedure details: To a solution of 3-[(4-methoxyphenyl)amino]-4-phenyl-1H-pyrrole-2,5-dione (0.17 mmol, 50 mg), 3-furanmethanol (0.19 mmol, 18 mg), diethyl azodicarboxylate (0.19 mmol, 33 mg) in dry THF (1 mL) was added triphenylphosphine (0.19 mmol, 49 mg) in dry THF (1 mL). The mixture was heated in a microwave reactor at 130° C. for six min. After cooling, the reaction mixture was purified by HPLC (95% 0.1M ammonium acetate buffer: 5% CH3CN→100% CH3CN) to give 17 mg (27%) of the title compound. 1H NMR (400 MHz... Reactants: C1CCOC1, [Li]CCCC, CCOP(C)(=O)OCC, COC(=O)C12CCC(NS(=O)(=O)C3CC3)(CC1)CC2, [Cl-], [NH4+]. The product is CCOP(=O)(CC12CCC(NS(=O)(=O)C3CC3)(CC1)CC2)OCC. Reaction SMILES: [CH2:36]1[O:37][CH2:38][CH2:39][CH2:40]1.[CH3:10][CH2:11][CH2:12][CH2:13][Li:14].[CH3:1][P:2]([O:3][CH2:4][CH3:5])([O:6][CH2:7][CH3:8])=[O:9].[CH:15]1([S:18](=[O:19])(=[O:20])[NH:21][C:22]23[CH2:23][CH2:24][C:25]([C:30]([O:31][CH3:32])=[O:33])([CH2:26][CH2:27]2)[CH2:28][CH2:29]3)[CH2:16][CH2:17]1.[Cl-:34].[NH4+:35]>>[CH2:1]([P:2]([O:3][CH2:4][CH3:5])([O:6][CH2:7][CH3:8])=[O:9])[C:25]12[CH2:24][CH2:23][C:22]([NH:21][S:18]([CH:15]3[CH2:16][CH2:17]3)(=[O:19])=[O:20])([CH2:27][CH2:26]1)[CH2:29][CH2:28]2. The product is Clc1ccc(OC2CN(C(c3ccccc3)c3ccccc3)C2)cc1Cl. Starting materials: CS(=O)(=O)OC1CN(C(c2ccccc2)c2ccccc2)C1, Oc1ccc(Cl)c(Cl)c1, [H-], [Na+], CN(C)C=O. As a reaction SMILES: [CH:12]([c:13]1[cH:14][cH:15][cH:16][cH:17][cH:18]1)([c:19]1[cH:20][cH:21][cH:22][cH:23][cH:24]1)[N:25]1[CH2:26][CH:27]([O:29][S:30]([CH3:31])(=[O:32])=[O:33])[CH2:28]1.[Cl:1][c:2]1[cH:3][c:4]([OH:9])[cH:5][cH:6][c:7]1[Cl:8].[H-:10].[Na+:11].[O:34]=[CH:35][N:36]([CH3:37])[CH3:38]>>[Cl:1][c:2]1[cH:3][c:4]([O:9][CH:27]2[CH2:26][N:25]([CH:12]([c:13]3[cH:14][cH:15][cH:16][cH:17][cH:18]3)[c:19]3[cH:20][cH:21][cH:22][cH:23][cH:24]3)[CH2:28]2)[cH:5][cH:6][c:7]1[Cl:8]. Starting materials: BrCC=1C=C2C=CC(N(C2=CC1)C)=O (6-bromomethyl-1-methyl-1,2-dihydroquinolin-2-one), OC=1C=C(C=CC1)C1(CCOCC1)C (4-(3-hydroxyphenyl)-4-methyltetrahydropyran). Yields the product CC1(CCOCC1)C1=CC(=CC=C1)OCC=1C=C2C=CC(N(C2=CC1)C)=O (4-methyl-4-[3-(1-methyl-2-oxo-1,2-dihydroquinolin-6-ylmethoxy)phenyl]tetrahydropyran). Yield: 40.0%. Reaction SMILES: Br[CH2:2][C:3]1[CH:4]=[C:5]2[C:10](=[CH:11][CH:12]=1)[N:9]([CH3:13])[C:8](=[O:14])[CH:7]=[CH:6]2.[OH:15][C:16]1[CH:17]=[C:18]([C:22]2([CH3:28])[CH2:27][CH2:26][O:25][CH2:24][CH2:23]2)[CH:19]=[CH:20][CH:21]=1>>[CH3:28][C:22]1([C:18]2[CH:19]=[CH:20][CH:21]=[C:16]([O:15][CH2:2][C:3]3[CH:4]=[C:5]4[C:10](=[CH:11][CH:12]=3)[N:9]([CH3:13])[C:8](=[O:14])[CH:7]=[CH:6]4)[CH:17]=2)[CH2:27][CH2:26][O:25][CH2:24][CH2:23]1. Procedure: Using a similar procedure to that described in Example 14, 6-bromomethyl-1-methyl-1,2-dihydroquinolin-2-one was reacted with 4-(3-hydroxyphenyl)-4-methyltetrahydropyran to give 4-methyl-4-[3-(1-methyl-2-oxo-1,2-dihydroquinolin-6-ylmethoxy)phenyl]tetrahydropyran in 40% yield, m.p. 107°-108° C. Starting materials: C(C)(C)(C)OC(=O)N1C(CN(CC1)S(=O)(=O)C1=CC2=CC=C(C=C2C=C1)Cl)CC(=O)O (1-tert-butoxycarbonyl-2-carboxymethyl-4-[(6-chloronaphthalen-2-yl)sulfonyl]piperazine), N1CCOCC1 (morpholine). Product: Cl.ClC=1C=C2C=CC(=CC2=CC1)S(=O)(=O)N1CC(NCC1)CC(=O)N1CCOCC1 (1-[(6-Chloronaphthalen-2-yl)sulfonyl]-3-[[(morpholin-4-yl)carbonyl]methyl]piperazine hydrochloride). Reaction SMILES: C(OC([N:8]1[CH2:13][CH2:12][N:11]([S:14]([C:17]2[CH:26]=[CH:25][C:24]3[C:19](=[CH:20][CH:21]=[C:22]([Cl:27])[CH:23]=3)[CH:18]=2)(=[O:16])=[O:15])[CH2:10][CH:9]1[CH2:28][C:29]([OH:31])=O)=O)(C)(C)C.[NH:32]1[CH2:37][CH2:36][O:35][CH2:34][CH2:33]1>>[ClH:27].[Cl:27][C:22]1[CH:23]=[C:24]2[C:19](=[CH:20][CH:21]=1)[CH:18]=[C:17]([S:14]([N:11]1[CH2:12][CH2:13][NH:8][CH:9]([CH2:28][C:29]([N:32]3[CH2:37][CH2:36][O:35][CH2:34][CH2:33]3)=[O:31])[CH2:10]1)(=[O:16])=[O:15])[CH:26]=[CH:25]2 |f:2.3|. Procedure details: In the same manner as in Referential Example 319, an amid bond was formed using 1-tert-butoxycarbonyl-2-carboxymethyl-4-[(6-chloronaphthalen-2-yl)sulfonyl]piperazine and morpholine as starting materials, followed by deprotection In the same manner as in Referential Example 1, whereby the title compound was obtained. Product: COCCCC=1C=C2C3(N=C(OC3)N(C(=O)OC(C)(C)C)C(=O)OC(C)(C)C)C3(COC3)COC2=CC1 (di-tert-butyl [6′-(3-methoxypropyl)dispiro[1,3-oxazole-4,4′-chromene-3′,3″-oxetan]-2-yl]imidodicarbonate). The solvent is CCO (EtOH). Reactants: COCC#CC=1C=C2C3(N=C(OC3)N(C(=O)[O-])C(=O)[O-])C3(COC3)COC2=CC1 ([6′-(3-methoxyprop-1-yn-1-yl)dispiro[1,3-oxazole-4,4′-chromene-3′,3″-oxetan]-2-yl]imidodicarbonate). The reagents and catalysts are [Pd] (palladium on carbon). As a reaction SMILES: [CH3:1][O:2][CH2:3][C:4]#[C:5][C:6]1[CH:7]=[C:8]2[C:27](=[CH:28][CH:29]=1)[O:26][CH2:25][C:21]1([CH2:24][O:23][CH2:22]1)[C:9]12[CH2:13][O:12][C:11]([N:14]([C:18]([O-:20])=[O:19])[C:15]([O-:17])=[O:16])=[N:10]1>[Pd].CCO>[CH3:1][O:2][CH2:3][CH2:4][CH2:5][C:6]1[CH:7]=[C:8]2[C:27](=[CH:28][CH:29]=1)[O:26][CH2:25][C:21]1([CH2:24][O:23][CH2:22]1)[C:9]12[CH2:13][O:12][C:11]([N:14]([C:18]([O:20][C:9]([CH3:21])([CH3:13])[CH3:8])=[O:19])[C:15]([O:17][C:6]([CH3:7])([CH3:29])[CH3:5])=[O:16])=[N:10]1. Isolated yield 199.7%. Reported procedure: [6′-(3-methoxyprop-1-yn-1-yl)dispiro[1,3-oxazole-4,4′-chromene-3′,3″-oxetan]-2-yl]imidodicarbonate (34.7 mg, 0.067 mmol) and 10% palladium on carbon (7 mg) in EtOH (1.4 mL) was stirred for 13 hours under a hydrogen atmosphere (4.5 kgf/cm2). The mixture was filtered off, and the filtrate was evaporated to give crude di-tert-butyl [6′-(3-methoxypropyl)dispiro[1,3-oxazole-4,4′-chromene-3′,3″-oxetan]-2-yl]imidodicarbonate (34.7 mg).